From a dataset of the Open Reaction Database (ORD), a public repository of structured organic reaction records. describe an organic reaction: reactants, conditions, products, and yield Starting materials: C(CCCO)O (butane-1,4-diol), C(CCC)N (n-butylamine). Product: C(CCC)N1CCCC1 (N-(n-butyl)-pyrrolidine). The yield is 96.0%. As a reaction SMILES: [CH2:1](O)[CH2:2][CH2:3][CH2:4]O.[CH2:7]([NH2:11])[CH2:8][CH2:9][CH3:10]>>[CH2:1]([N:11]1[CH2:10][CH2:9][CH2:8][CH2:7]1)[CH2:2][CH2:3][CH3:4]. Procedure details: 11.7 kg of butane-1,4-diol were reacted with 7.3 kg of n-butylamine similarly to Example 1. N-(n-butyl)-pyrrolidine was obtained in 96% yield. Starting materials: N1CCCCC1 (Piperidine), C1(CCC1)N1CCC2=C(CC1)C=CC(=C2)OCCCC(=O)N2C=NC=C2 (3-Cyclobutyl-7-{[4-(1H-imidazol-1-yl)-4-oxobutyl]oxy}-2,3,4,5-tetrahydro-1H-3-benzazepine). The solvent is ClCCl (dichloromethane). Conditions: time 5 day. Product: C1(CCC1)N1CCC2=C(CC1)C=CC(=C2)OCCCC(N2CCCCC2)=O (3-Cyclobutyl-7-{[4-oxo-4-(1-piperidinyl)butyl]oxy}-2,3,4,5-tetrahydro-1H-3-benzazepine). As a reaction SMILES: [NH:1]1[CH2:6][CH2:5][CH2:4][CH2:3][CH2:2]1.[CH:7]1([N:11]2[CH2:17][CH2:16][C:15]3[CH:18]=[CH:19][C:20]([O:22][CH2:23][CH2:24][CH2:25][C:26](N4C=CN=C4)=[O:27])=[CH:21][C:14]=3[CH2:13][CH2:12]2)[CH2:10][CH2:9][CH2:8]1>ClCCl>[CH:7]1([N:11]2[CH2:17][CH2:16][C:15]3[CH:18]=[CH:19][C:20]([O:22][CH2:23][CH2:24][CH2:25][C:26](=[O:27])[N:1]4[CH2:6][CH2:5][CH2:4][CH2:3][CH2:2]4)=[CH:21][C:14]=3[CH2:13][CH2:12]2)[CH2:8][CH2:9][CH2:10]1. Reported procedure: Piperidine (0.1 ml, 1.1 mmol) was added to a stirred solution of 3-cyclobutyl-7-{[4-(1H-imidazol-1-yl)-4-oxobutyl]oxy}-2,3,4,5-tetrahydro-1H-3-benzazepine (E167, Step 1) (150 mg, 0.42 mmol) in dichloromethane (5 ml). After stirring at room temperature for 5 days the reaction mixture was concentrated in vacuo and the resulting residue was purified by column chromatography eluting with a mixture of 0.880 ammonia:ethanol:dichloromethane (1:9:90) to afford the title compound (E167); MS (ES+) m/e 371... Reactants: [OH-].[K+] (potassium hydroxide), OC1=CC=C(C=C1)C(=O)C1=CC=C(C=C1)[N+](=O)[O-] (4-hydroxyphenyl 4-nitrophenyl methanone), CN(C(=S)Cl)C (dimethylthiocarbamoyl chloride). The solvent is O (water), O1CCCC1 (tetrahydrofuran), [OH-].[Na+] (NaOH). Run at temperature 50 celsius, time 15 minute. Yields the product CN(C(OC1=CC=C(C=C1)C(C1=CC=C(C=C1)[N+](=O)[O-])=O)=S)C (O-4-(4-nitrobenzoyl)phenyl dimethylthiocarbamate). The yield is 79.7%. As a reaction SMILES: [OH-].[K+].[OH:3][C:4]1[CH:9]=[CH:8][C:7]([C:10]([C:12]2[CH:17]=[CH:16][C:15]([N+:18]([O-:20])=[O:19])=[CH:14][CH:13]=2)=[O:11])=[CH:6][CH:5]=1.[CH3:21][N:22]([CH3:26])[C:23](Cl)=[S:24]>O.O1CCCC1.[OH-].[Na+]>[CH3:21][N:22]([CH3:26])[C:23](=[S:24])[O:3][C:4]1[CH:9]=[CH:8][C:7]([C:10](=[O:11])[C:12]2[CH:17]=[CH:16][C:15]([N+:18]([O-:20])=[O:19])=[CH:14][CH:13]=2)=[CH:6][CH:5]=1 |f:0.1,6.7|. Procedure: 1.4 g (0.025 mol) of potassium hydroxide pellets are added to a suspension of 5.4 g (0.0224 mol) of 4-hydroxyphenyl 4-nitrophenyl methanone in 60 ml of water. The reaction mixture is heated at 50° C. for two hours, with vigorous stirring. The mixture is then cooled to 0° C. and a solution of 3.5 g (0.029 mol) of dimethylthiocarbamoyl chloride in 15 ml of tetrahydrofuran (THF) is added dropwise. When the addition is complete, the reaction mixture is stirred for 15 minutes at 0° C. and then for on...